This data is from the Open Reaction Database (ORD), a public repository of structured organic reaction records. The task is: describe an organic reaction: reactants, conditions, products, and yield The reactants are ClC1=CC(=NC(=N1)N1CCOCC1)N1CCOCC1 (4,4′-(6-Chloropyrimidine-2,4-diyl)di[morpholine]), C(=O)([O-])[O-].[K+].[K+] (K2CO3), Tetrakis(Triphenylphosphin)Palladium (0), C(C)(=O)NC1=CC(=C(C=N1)B(O)O)C(F)(F)F (6-acetamido-4-(trifluoromethyl)pyridin-3-ylboronic acid), O (water). The solvent is COCCOC (1,2-Dimethoxyethan), COCCOC (1,2-Dimethoxyethan). Reaction conditions: temperature 70 celsius, time 3 hour. Product: N1(CCOCC1)C1=NC(=CC(=N1)C=1C(=CC(=NC1)N)C(F)(F)F)N1CCOCC1 (5-(2,6-Di-4-morpholinyl-4-pyrimidinyl)-4-trifluoromethylpyridin-2-amine). Yield: 85.0%. As a reaction SMILES: Cl[C:2]1[N:7]=[C:6]([N:8]2[CH2:13][CH2:12][O:11][CH2:10][CH2:9]2)[N:5]=[C:4]([N:14]2[CH2:19][CH2:18][O:17][CH2:16][CH2:15]2)[CH:3]=1.C([O-])([O-])=O.[K+].[K+].O.C([NH:30][C:31]1[N:36]=[CH:35][C:34](B(O)O)=[C:33]([C:40]([F:43])([F:42])[F:41])[CH:32]=1)(=O)C>COCCOC>[N:8]1([C:6]2[N:7]=[C:2]([C:34]3[C:33]([C:40]([F:43])([F:42])[F:41])=[CH:32][C:31]([NH2:30])=[N:36][CH:35]=3)[CH:3]=[C:4]([N:14]3[CH2:19][CH2:18][O:17][CH2:16][CH2:15]3)[N:5]=2)[CH2:13][CH2:12][O:11][CH2:10][CH2:9]1 |f:1.2.3|. Reported procedure: The reactor was charged at 20° C. with 111.7 g 4,4′-(6-chloropyrimidine-2,4-diyl)dimorpholine 3, 108.5 g K2CO3 and 4.54 g Tetrakis(Triphenylphosphin)Palladium (0). 125 ml water and 500 ml 1,2-Dimethoxyethan were added. The white suspension was warmed within 30 min to 90° C. A solution of 100 g 6-acetamido-4-(trifluoromethyl)pyridin-3-ylboronic acid B3 in 450 ml 1,2-Dimethoxyethan was constantly added within a period of 4½ h. The funnel was washed with 50 ml 1,2-Dimethoxyethan. The reaction mixtu... The reactants are COS(=O)(=O)OC, CCOC(C)=O, CO, COc1ccc(Oc2c(C)cc(-n3ncc(=O)[nH]c3=O)cc2C)cc1C(=O)c1ccc(F)cc1, [K+], [OH-]. The product is COc1ccc(Oc2c(C)cc(-n3ncc(=O)n(C)c3=O)cc2C)cc1C(=O)c1ccc(F)cc1. Reaction SMILES: [CH3:37][O:38][S:39]([O:40][CH3:41])(=[O:42])=[O:43].[CH3:44][CH2:45][O:46][C:47](=[O:48])[CH3:49].[CH3:50][OH:51].[F:1][c:2]1[cH:3][cH:4][c:5]([C:6](=[O:7])[c:8]2[cH:9][c:10]([O:11][c:12]3[c:13]([CH3:27])[cH:14][c:15](-[n:19]4[n:20][cH:21][c:22](=[O:26])[nH:23][c:24]4=[O:25])[cH:16][c:17]3[CH3:18])[cH:28][cH:29][c:30]2[O:31][CH3:32])[cH:33][cH:34]1.[K+:36].[OH-:35]>>[F:1][c:2]1[cH:3][cH:4][c:5]([C:6](=[O:7])[c:8]2[cH:9][c:10]([O:11][c:12]3[c:13]([CH3:27])[cH:14][c:15](-[n:19]4[n:20][cH:21][c:22](=[O:26])[n:23]([CH3:37])[c:24]4=[O:25])[cH:16][c:17]3[CH3:18])[cH:28][cH:29][c:30]2[O:31][CH3:32])[cH:33][cH:34]1. The reactants are CC=1N=C(SC1C)N1CCOCC1 (4-(4,5-dimethyl-1,3-thiazol-2-yl)morpholine), ClN1C(CCC1=O)=O (N-chlorosuccinimide). Run in C(C)#N (acetonitrile). Run at time 1 hour. Product: ClCC=1N=C(SC1C)N1CCOCC1 (4-(4-chloromethyl-5-methyl-1,3-thiazol-2-yl)morpholine). The yield is 35.2%. As a reaction SMILES: [CH3:1][C:2]1[N:3]=[C:4]([N:8]2[CH2:13][CH2:12][O:11][CH2:10][CH2:9]2)[S:5][C:6]=1[CH3:7].[Cl:14]N1C(=O)CCC1=O>C(#N)C>[Cl:14][CH2:1][C:2]1[N:3]=[C:4]([N:8]2[CH2:9][CH2:10][O:11][CH2:12][CH2:13]2)[S:5][C:6]=1[CH3:7]. Procedure details: To a solution of 4-(4,5-dimethyl-1,3-thiazol-2-yl)morpholine (5.0 g) in acetonitrile (100 mL) was added N-chlorosuccinimide (3.36 g) at room temperature, and the mixture was stirred at the same temperature for 1 hr. The reaction mixture was concentrated and ethyl acetate was added to the residue. The ethyl acetate layer was washed successively with saturated aqueous sodium hydrogen carbonate and saturated brine, dried over anhydrous magnesium sulfate and concentrated. The residue was subjected t... The reactants are Cl, Cc1nc(C(F)(F)F)ccc1CN=[N+]=[N-], C1CCOC1, c1ccc(P(c2ccccc2)c2ccccc2)cc1. The product is Cc1nc(C(F)(F)F)ccc1CN. As a reaction SMILES: [ClH:35].[N:1](=[N+:2]=[N-:3])[CH2:4][c:5]1[c:6]([CH3:15])[n:7][c:8]([C:11]([F:12])([F:13])[F:14])[cH:9][cH:10]1.[O:36]1[CH2:37][CH2:38][CH2:39][CH2:40]1.[c:16]1([P:17]([c:18]2[cH:19][cH:20][cH:21][cH:22][cH:23]2)[c:24]2[cH:25][cH:26][cH:27][cH:28][cH:29]2)[cH:30][cH:31][cH:32][cH:33][cH:34]1>>[NH2:1][CH2:4][c:5]1[c:6]([CH3:15])[n:7][c:8]([C:11]([F:12])([F:13])[F:14])[cH:9][cH:10]1. Starting materials: CCO, CC(C)c1cccc(N)c1, N#Cc1cnc2cnc(F)cc2c1Cl, O. The product is CC(C)c1cccc(Nc2c(C#N)cnc3cnc(F)cc23)c1. Reaction SMILES: [CH3:26][CH2:27][OH:28].[CH:15]([CH3:16])([CH3:17])[c:18]1[cH:19][c:20]([NH2:21])[cH:22][cH:23][cH:24]1.[Cl:1][c:2]1[c:3]([C:13]#[N:14])[cH:4][n:5][c:6]2[cH:7][n:8][c:9]([F:12])[cH:10][c:11]12.[OH2:25]>>[c:2]1([NH:21][c:20]2[cH:19][c:18]([CH:15]([CH3:16])[CH3:17])[cH:24][cH:23][cH:22]2)[c:3]([C:13]#[N:14])[cH:4][n:5][c:6]2[cH:7][n:8][c:9]([F:12])[cH:10][c:11]12.